Dataset: the Open Reaction Database (ORD), a public repository of structured organic reaction records. Task: describe an organic reaction: reactants, conditions, products, and yield Reactants: C(C)(C)(C)OC(=O)N[C@]1([C@@H](C1)C=C)C(=O)OCC (Ethyl 1(R)-tert-butoxycarbonylamino-2(S)-vinylcyclopropanecarboxylate), Cl.O1CCOCC1 (HCl dioxane). The product is Cl.N[C@]1([C@@H](C1)C=C)C(=O)OCC (ethyl 1(R)-amino-2(S)-vinylcyclopropane carboxylate hydrochloride). As a reaction SMILES: C(OC([NH:8][C@:9]1([C:14]([O:16][CH2:17][CH3:18])=[O:15])[CH2:11][C@H:10]1[CH:12]=[CH2:13])=O)(C)(C)C.[ClH:19].O1CCOCC1>>[ClH:19].[NH2:8][C@:9]1([C:14]([O:16][CH2:17][CH3:18])=[O:15])[CH2:11][C@H:10]1[CH:12]=[CH2:13] |f:1.2,3.4|. Procedure details: Ethyl 1(R)-tert-butoxycarbonylamino-2(S)-vinylcyclopropanecarboxylate (8.5 g, 33.3 mmol) was stirred under an N2 atmosphere with 200 mL of 4N HCl/dioxane (Aldrich) at rt for 3 h. The solvent was removed under reduced pressure keeping the temperature below 40 C. This gave 6.57 g (˜100%) of ethyl 1(R)-amino-2(S)-vinylcyclopropanecarboxylate hydrochloride as a light tan solid. 1H NMR (300 MHz, CD3OD) δ 1.31 (t, J=7.0 Hz, 3H), 1.69-1.82 (m, 2H), 2.38 (q, J=8.8 Hz, 1H), 4.29 (q, J=7.0 Hz, 2H), 5.22 (...